The task is: describe an organic reaction: reactants, conditions, products, and yield. This data is from the Open Reaction Database (ORD), a public repository of structured organic reaction records. The reactants are ClC1=C(OC2=CC=CC(N2)=O)C=C(C(=C1)F)N1C(N(C(=CC1=O)C(F)(F)F)C)=O (6-{2-chloro-4-fluoro-5-[3-methyl-2,6-dioxo-4-(trifluoromethyl)-1,2,3,6-tetrahydropyrimidin-1-yl]phenoxy}-2-pyridone), BrC(C(=O)OC)C (methyl 2-bromopropionate), CN(C=O)C (N,N-dimethylformamide), C([O-])([O-])=O.[K+].[K+] (potassium carbonate). The solvent is O (water). Reaction conditions: temperature 50 celsius, time 1 hour. The product is ClC1=C(OC2=NC(=CC=C2)OC(C)C(=O)OC)C=C(C(=C1)F)N1C(N(C(=CC1=O)C(F)(F)F)C)=O (2-{2-chloro-4-fluoro-5-[3-methyl-2,6-dioxo-4-(trifluoromethyl)-1,2,3,6-tetrahydropyrimidin-1-yl]phenoxy}-6-{1-(methoxycarbonyl)ethoxy}pyridine). Isolated yield 120.1%. Reaction SMILES: [Cl:1][C:2]1[CH:15]=[C:14]([F:16])[C:13]([N:17]2[C:22](=[O:23])[CH:21]=[C:20]([C:24]([F:27])([F:26])[F:25])[N:19]([CH3:28])[C:18]2=[O:29])=[CH:12][C:3]=1[O:4][C:5]1[NH:10][C:9](=[O:11])[CH:8]=[CH:7][CH:6]=1.Br[CH:31]([CH3:36])[C:32]([O:34][CH3:35])=[O:33].CN(C)C=O.C(=O)([O-])[O-].[K+].[K+]>O>[Cl:1][C:2]1[CH:15]=[C:14]([F:16])[C:13]([N:17]2[C:22](=[O:23])[CH:21]=[C:20]([C:24]([F:27])([F:26])[F:25])[N:19]([CH3:28])[C:18]2=[O:29])=[CH:12][C:3]=1[O:4][C:5]1[CH:6]=[CH:7][CH:8]=[C:9]([O:11][CH:31]([C:32]([O:34][CH3:35])=[O:33])[CH3:36])[N:10]=1 |f:3.4.5|. Procedure details: To a mixture of 50 mg of 6-{2-chloro-4-fluoro-5-[3-methyl-2,6-dioxo-4-(trifluoromethyl)-1,2,3,6-tetrahydropyrimidin-1-yl]phenoxy}-2-pyridone, 21 mg of methyl 2-bromopropionate and 1 ml of N,N-dimethylformamide was added 21 mg of potassium carbonate, and the mixture was stirred for 1 hour at 50° C. The solution was cooled to room temperature, poured into water, and extracted with ethyl acetate. The organic layer was washed with saturated saline, dried over anhydrous magnesium sulfate, and concent... Procedure: To a suspension of 2-[4-(2-bromo-ethoxy)-3,5-dimethyl-phenyl]-5,7-dimethoxy-3H-quinazolin-4-one (0.22 g, 0.50 mmol) in DMF (2 mL) was added hexamethyleneimine(azepane) (0.22 mL, 2.0 mmol) and the reaction mixture was stirred at room temperature for 17 hours. Saturated aqueous NaHCO3 solution (2 mL) was added and stirred for 2 hours. Water (10 mL) was added and stirred for another 0.5 hours. The solid was filtered, washed with water, and dried under vacuum to give the title compound as a white so... Starting materials: O (Water), BrCCOC1=C(C=C(C=C1C)C1=NC2=CC(=CC(=C2C(N1)=O)OC)OC)C (2-[4-(2-bromo-ethoxy)-3,5-dimethyl-phenyl]-5,7-dimethoxy-3H-quinazolin-4-one), CN(C)C=O (DMF), C(=O)(O)[O-].[Na+] (NaHCO3), hexamethyleneimine(azepane). As a reaction SMILES: Br[CH2:2][CH2:3][O:4][C:5]1[C:10]([CH3:11])=[CH:9][C:8]([C:12]2[NH:21][C:20](=[O:22])[C:19]3[C:14](=[CH:15][C:16]([O:25][CH3:26])=[CH:17][C:18]=3[O:23][CH3:24])[N:13]=2)=[CH:7][C:6]=1[CH3:27].C([O-])(O)=O.[Na+].O.[CH3:34][N:35]([CH:37]=O)C>>[N:35]1([CH2:2][CH2:3][O:4][C:5]2[C:10]([CH3:11])=[CH:9][C:8]([C:12]3[NH:21][C:20](=[O:22])[C:19]4[C:14](=[CH:15][C:16]([O:25][CH3:26])=[CH:17][C:18]=4[O:23][CH3:24])[N:13]=3)=[CH:7][C:6]=2[CH3:27])[CH2:37][CH2:7][CH2:6][CH2:5][CH2:10][CH2:34]1 |f:1.2|. The product is N1(CCCCCC1)CCOC1=C(C=C(C=C1C)C1=NC2=CC(=CC(=C2C(N1)=O)OC)OC)C (2-(4-(2-(Azepan-1-yl)ethoxy)-3,5-dimethylphenyl)-5,7-dimethoxyquinazolin-4(3H)-one). Reaction conditions: time 17 hour. Reactants: [Cl-].[Cr+3].N1C(=NC2=C1C=CC=C2)CNCC2=NC1=C(N2)C=CC=C1.[Cl-].[Cl-] (N,N-bis(1H-benzimidazol-2-ylmethyl)amine chromium (III) chloride), [K+].[Br-] (KBr), Ar—H, N1C(=NC2=C1C=CC=C2)[C@@H]2CCC[C@@H](N2)C2=NC1=C(N2)C=CC=C1 (cis-2-[6-(1H-benzimidazol-2-yl)piperidin-2-yl]-1H-benzimidazole), CrCl3(THF)3. Product: [Cl-].[Cr+3].N1C(=NC2=C1C=CC=C2)C2CCCC(N2)C2=NC1=C(N2)C=CC=C1.[Cl-].[Cl-] (2-[6-(1H-benzimidazol-2-yl)piperidin-2-yl]-1H-benzimidazole chromium (III) chloride). RXN SMILES: [Cl-:1].[Cr+3:2].N1C2C=CC=CC=2N=C1CNCC1NC2C=CC=CC=2N=1.[Cl-].[Cl-].[NH:26]1[C:30]2[CH:31]=[CH:32][CH:33]=[CH:34][C:29]=2[N:28]=[C:27]1[C@H:35]1[NH:40][C@@H:39]([C:41]2[NH:45][C:44]3[CH:46]=[CH:47][CH:48]=[CH:49][C:43]=3[N:42]=2)[CH2:38][CH2:37][CH2:36]1.[K+].[Br-]>>[Cl-:1].[Cr+3:2].[NH:26]1[C:30]2[CH:31]=[CH:32][CH:33]=[CH:34][C:29]=2[N:28]=[C:27]1[CH:35]1[NH:40][CH:39]([C:41]2[NH:42][C:43]3[CH:49]=[CH:48][CH:47]=[CH:46][C:44]=3[N:45]=2)[CH2:38][CH2:37][CH2:36]1.[Cl-:1].[Cl-:1] |f:0.1.2.3.4,6.7,8.9.10.11.12|. Reported procedure: 3k was synthesised by an analogous procedure to that described for 3a using 2k (0.30 g, 0.95 mmol) and CrCl3(THF)3 (0.38 g, 1.0 mmol). Yield 0.34 g (765%). Anal. Calc. for C19H19Cl3CrN6 (in %): C, 47.97; H, 4.03; N, 14.72. Found C, 47.89; H, 4.13; N, 14.62. +FAB-MS: (m/z): 439 ([M-Cl]+), 403 ([M-2Cl]+), 368 ([M-3Cl]+). IR (KBr, cm−1), υ 3398 (NH, s), υ 3152, 3112 (Ar—H, s), υ 1637-1540 (ArC═C, C═N, m), δ 1454 (N—H, s), υ 1278 (CN, s), δ 749 (CH, s). Starting materials: ClC1=NC(=C2NC(=NC2=N1)CCC)C (2-Chloro-6-methyl-8-propylpurine), steel, N1CCOCC1 (morpholine). Run at temperature 122 celsius. Yields the product CC1=C2NC(=NC2=NC(=N1)N1CCOCC1)CCC (6-Methyl-2-(morpholin-4-yl)-8-propylpurine). Reaction SMILES: Cl[C:2]1[N:10]=[C:9]2[C:5]([NH:6][C:7]([CH2:11][CH2:12][CH3:13])=[N:8]2)=[C:4]([CH3:14])[N:3]=1.[NH:15]1[CH2:20][CH2:19][O:18][CH2:17][CH2:16]1>>[CH3:14][C:4]1[N:3]=[C:2]([N:15]2[CH2:20][CH2:19][O:18][CH2:17][CH2:16]2)[N:10]=[C:9]2[C:5]=1[NH:6][C:7]([CH2:11][CH2:12][CH3:13])=[N:8]2. Reported procedure: A solution of 2-Chloro-6-methyl-8-propylpurine (from Step 1 of Example 32) (0.1 g, 0.47 mmol) in morpholine (2 ml) was placed in a steel-bomb, and the mixture was heated at 122° C. for 18 hours. The reaction was cooled, and the mixture was concentrated in vacuo. The residue was dissolved in CHCl3 (2 ml) and was purified by flash-chromatography on silica-gel using 5% MeOH in CHCl3 giving the titled compound as an amorphous solid (0.1 g, 87%). Starting materials: CC=1C(OC=2CCCC(C2C1C)=O)=O (3,4-dimethyl-5,6,7,8-tetrahydro-cumarin- 5-one), CN (methylamine). Product: CN1C(C(=C(C=2C(CCCC12)=O)C)C)=O (1,3,4-Trimethyl-7,8-dihydro-2,5(1H,6H)-quinolinedione). Procedure details: Prepared from 3,4-dimethyl-5,6,7,8-tetrahydro-cumarin- 5-one and methanolic methylamine solution over a period of 15 hours at ambient temperature. As a reaction SMILES: [CH3:1][C:2]1[C:3](=O)[O:4][C:5]2[CH2:6][CH2:7][CH2:8][C:9](=[O:13])[C:10]=2[C:11]=1[CH3:12].[CH3:15][NH2:16]>>[CH3:15][N:16]1[C:5]2[CH2:6][CH2:7][CH2:8][C:9](=[O:13])[C:10]=2[C:11]([CH3:12])=[C:2]([CH3:1])[C:3]1=[O:4].